The task is: describe an organic reaction: reactants, conditions, products, and yield. This data is from the Open Reaction Database (ORD), a public repository of structured organic reaction records. Reactants: NC=1SC2=C(N=C(NC2=O)SCC=2N=C(SC2)C)N1 (2-Amino-5-[[(2-methyl-4-thiazolyl)methyl]thio]-thiazolo[4,5-d]pyrimidin-7(6H)-one), P(=O)(Cl)(Cl)Cl (phosphorus oxychloride). Solvent: CN(C1=CC=CC=C1)C (dimethylaniline). The product is ClC=1C2=C(N=C(N1)SCC=1N=C(SC1)C)N=C(S2)N (7-Chloro-5-[[(2-methyl-4-thiazolyl)methyl]thio]-thiazolo[4,5-d]pyrimidin-2-amine). Reaction SMILES: [NH2:1][C:2]1[S:3][C:4]2[C:9](=O)[NH:8][C:7]([S:11][CH2:12][C:13]3[N:14]=[C:15]([CH3:18])[S:16][CH:17]=3)=[N:6][C:5]=2[N:19]=1.P(Cl)(Cl)([Cl:22])=O>CN(C)C1C=CC=CC=1>[Cl:22][C:9]1[C:4]2[S:3][C:2]([NH2:1])=[N:19][C:5]=2[N:6]=[C:7]([S:11][CH2:12][C:13]2[N:14]=[C:15]([CH3:18])[S:16][CH:17]=2)[N:8]=1. Reported procedure: The product from step (b), (8.7 g), was suspended in phosphorus oxychloride (88 ml) and dimethylaniline (8.8 ml). The mixture was heated under reflux for 2 hrs then evaporated. The residue was stirred in hot water, cooled and the pH adjusted with sodium hydroxide solution to pH5. The solid was collected, washed with water and dried. Chromatography (SiO2, methanol/dichloromethane as eluant) gave the sub-title compound (4.3 g) Starting materials: [OH-].[Na+] (NaOH), Cl.N[C@@H]1CC[C@H](CC1)C(=O)O (trans-4-aminocyclohexanecarboxylic acid hydrochloride), [H-].[Al+3].[Li+].[H-].[H-].[H-] (lithium aluminum hydride), O (H2O), O (H2O). The solvent is C(Cl)Cl (CH2Cl2), C1CCOC1 (THF). Run at temperature 0 celsius, time 1 hour. Product: N[C@@H]1CC[C@H](CC1)CO ((trans-4-aminocyclohexyl)methanol). The yield is 89.3%. Reaction SMILES: Cl.[NH2:2][C@H:3]1[CH2:8][CH2:7][C@H:6]([C:9](O)=[O:10])[CH2:5][CH2:4]1.[H-].[Al+3].[Li+].[H-].[H-].[H-].O.[OH-].[Na+]>C1COCC1.C(Cl)Cl>[NH2:2][C@H:3]1[CH2:8][CH2:7][C@H:6]([CH2:9][OH:10])[CH2:5][CH2:4]1 |f:0.1,2.3.4.5.6.7,9.10|. Procedure: To a stirred suspension of trans-4-aminocyclohexanecarboxylic acid hydrochloride (0.5 g, 2.8 mmol) in anhydrous THF (10 mL) at 0° C. under argon was added dropwise lithium aluminum hydride (2 M solution in THF, 5.6 mL, 11 mmol). The mixture was stirred for 1 h at 0° C., then allowed to warm to rt and stir for an additional 1 h. The mixture was then heated in a sealed tube at 85° C. for 12 h. The mixture was cooled to 0° C. and H2O (600 μL) was slowly added, followed by a 1 M aq NaOH (1.2 mL) and... Reactants: C(CC)C1=NC2=CC=CC=C2C(=N1)S (2-propyl-4-mercaptoquinazoline), [OH-].[Na+] (sodium hydroxide), CI (Methyl iodide). The solvent is O (water). Conditions: time 10 minute. The product is CSC1=NC(=NC2=CC=CC=C12)CCC (4-methylthio-2-propylquinazoline). Reaction SMILES: [CH2:1]([C:4]1[N:13]=[C:12]([SH:14])[C:11]2[C:6](=[CH:7][CH:8]=[CH:9][CH:10]=2)[N:5]=1)[CH2:2][CH3:3].[OH-].[Na+].[CH3:17]I>O>[CH3:17][S:14][C:12]1[C:11]2[C:6](=[CH:7][CH:8]=[CH:9][CH:10]=2)[N:5]=[C:4]([CH2:1][CH2:2][CH3:3])[N:13]=1 |f:1.2|. Procedure: A mixture of 2-propyl-4-mercaptoquinazoline (3.3 g.) and sodium hydroxide (0.68 g.) in water (7 ml.) was stirred for 10 minutes at 25°. Methyl iodide (1.1 ml.) was added and stirring was continued for 1 hour. The precipitate was recrystallised from hexane to give 4-methylthio-2-propylquinazoline; n.m.r. in CDCl3 :-1.1(t, 3H); 1.95(m, 2H); 2.7(s, 3H); 3.0(t, 2H); 7.2-8.1(complex, 4H). As a reaction SMILES: [CH3:1][NH:2][c:3]1[cH:4][cH:5][cH:6][c:7]2[cH:8][cH:9][cH:10][cH:11][c:12]12.[O:24]1[CH2:25][CH2:26][CH2:27][CH2:28]1.[n:13]1[c:14]([CH2:19][CH2:20][N:21]=[C:22]=[O:23])[cH:15][cH:16][cH:17][cH:18]1>>[CH3:1][N:2]([c:3]1[cH:4][cH:5][cH:6][c:7]2[cH:8][cH:9][cH:10][cH:11][c:12]12)[C:22]([NH:21][CH2:20][CH2:19][c:14]1[n:13][cH:18][cH:17][cH:16][cH:15]1)=[O:23]. The product is CN(C(=O)NCCc1ccccn1)c1cccc2ccccc12. Starting materials: CNc1cccc2ccccc12, C1CCOC1, O=C=NCCc1ccccn1. Starting materials: S(=O)(=O)([O-])O.NC1=NC(=NS1)C(C(=O)NC1[C@@H]2N(C(=C(CS2)C[N+]2=CC=CC=C2)C(=O)O)C1=O)=NOCC=C (7-[2-(5-amino-1,2,4-thiadiazol-3yl)-2-allyloxyiminoacetamido]-3-(1-pyridinio)methyl-3-cephem-4-carboxylate sulfate), C(O)([O-])=O.[Na+] (sodium hydrogencarbonate). Yields the product C(=O)([O-])NC1=NC(=NS1)C(C(=O)NC1[C@@H]2N(C(=C(CS2)C[N+]2=CC=CC=C2)C(=O)[O-])C1=O)=NOCC=C.[Na+] (Sodium 7-[2-(5-carboxylatoamino-1,2,4-thiadiazol-3-yl)-2-allyloxyiminoacetamido]-3-(1-pyridinio)methyl-3-cephem-4-carboxylate). As a reaction SMILES: S(O)([O-])(=O)=O.[NH2:6][C:7]1[S:11][N:10]=[C:9]([C:12](=[N:35][O:36][CH2:37][CH:38]=[CH2:39])[C:13]([NH:15][CH:16]2[C:33](=[O:34])[N:18]3[C:19]([C:30]([OH:32])=[O:31])=[C:20]([CH2:23][N+:24]4[CH:29]=[CH:28][CH:27]=[CH:26][CH:25]=4)[CH2:21][S:22][C@H:17]23)=[O:14])[N:8]=1.[C:40](=O)([O-:42])[OH:41].[Na+:44]>>[C:40]([NH:6][C:7]1[S:11][N:10]=[C:9]([C:12](=[N:35][O:36][CH2:37][CH:38]=[CH2:39])[C:13]([NH:15][CH:16]2[C:33](=[O:34])[N:18]3[C:19]([C:30]([O-:32])=[O:31])=[C:20]([CH2:23][N+:24]4[CH:25]=[CH:26][CH:27]=[CH:28][CH:29]=4)[CH2:21][S:22][C@H:17]23)=[O:14])[N:8]=1)([O-:42])=[O:41].[Na+:44] |f:0.1,2.3,4.5|. Reported procedure: Sodium 7-[2-(5-carboxylatoamino-1,2,4-thiadiazol-3-yl)-2-allyloxyiminoacetamido]-3-(1-pyridinio)methyl-3-cephem-4-carboxylate (syn isomer) was prepared by reacting 7-[2-(5-amino-1,2,4-thiadiazol-3yl)-2-allyloxyiminoacetamido]-3-(1-pyridinio)methyl-3-cephem-4-carboxylate sulfate (syn isomer) (50 mg) and sodium hydrogencarbonate (21 mg) and detected according to a similar manner to that of Example 17. The reactants are CC(C)(C)OC(=O)N1CCC(c2nc(CCl)cs2)CC1, CS(=O)(=O)c1ccc(O)cc1, CC(C)=O, [K+], [K+], O=C([O-])[O-]. Product: CC(C)(C)OC(=O)N1CCC(c2nc(COc3ccc(S(C)(=O)=O)cc3)cs2)CC1. Reaction SMILES: [C:1]([CH3:2])([CH3:3])([CH3:4])[O:5][C:6](=[O:7])[N:8]1[CH2:9][CH2:10][CH:11]([c:14]2[s:15][cH:16][c:17]([CH2:19][Cl:20])[n:18]2)[CH2:12][CH2:13]1.[CH3:21][S:22](=[O:23])(=[O:24])[c:25]1[cH:26][cH:27][c:28]([OH:31])[cH:29][cH:30]1.[CH3:38][C:39](=[O:40])[CH3:41].[K+:32].[K+:33].[O-:34][C:35]([O-:36])=[O:37]>>[C:1]([CH3:2])([CH3:3])([CH3:4])[O:5][C:6](=[O:7])[N:8]1[CH2:9][CH2:10][CH:11]([c:14]2[s:15][cH:16][c:17]([CH2:19][O:31][c:28]3[cH:27][cH:26][c:25]([S:22]([CH3:21])(=[O:23])=[O:24])[cH:30][cH:29]3)[n:18]2)[CH2:12][CH2:13]1. Reactants: O.NN (hydrazine hydrate), NN (hydrazine), BrC=1C(N(C(=CC1OCC1=C(C=C(C=C1)F)F)C)C=1C=C(C=CC1C)C(CC(=O)OCC)=O)=O (ethyl 3-{3-[3-bromo-4-[(2,4-difluorobenzyl)oxy]-6-methyl-2-oxopyridin-1(2H)-yl]-4-methylphenyl}-3-oxopropanoate), O.NN (hydrazine hydrate). The reagents and catalysts are C(C)(=O)O (acetic acid). The solvent is CCO (EtOH). Conditions: temperature 60 celsius, time 1 hour. The product is BrC=1C(N(C(=CC1OCC1=C(C=C(C=C1)F)F)C)C1=C(C=CC(=C1)C1=NNC(=C1)O)C)=O (3-bromo-4-[(2,4-difluorobenzyl)oxy]-1-[5-(5-hydroxy-1H-pyrazol-3-yl)-2-methylphenyl]-6-methylpyridin-2(1H)-one). Reaction SMILES: [Br:1][C:2]1[C:3](=[O:34])[N:4]([C:19]2[CH:20]=[C:21]([C:26](=O)[CH2:27][C:28](OCC)=[O:29])[CH:22]=[CH:23][C:24]=2[CH3:25])[C:5]([CH3:18])=[CH:6][C:7]=1[O:8][CH2:9][C:10]1[CH:15]=[CH:14][C:13]([F:16])=[CH:12][C:11]=1[F:17].O.[NH2:36][NH2:37].NN>CCO.C(O)(=O)C>[Br:1][C:2]1[C:3](=[O:34])[N:4]([C:19]2[CH:20]=[C:21]([C:26]3[CH:27]=[C:28]([OH:29])[NH:37][N:36]=3)[CH:22]=[CH:23][C:24]=2[CH3:25])[C:5]([CH3:18])=[CH:6][C:7]=1[O:8][CH2:9][C:10]1[CH:15]=[CH:14][C:13]([F:16])=[CH:12][C:11]=1[F:17] |f:1.2|. Procedure details: To a mixture of ethyl 3-{3-[3-bromo-4-[(2,4-difluorobenzyl)oxy]-6-methyl-2-oxopyridin-1(2H)-yl]-4-methylphenyl}-3-oxopropanoate (from Step 1) (0.20 g, 0.37 mmol) in EtOH (5.00 mL) was added hydrazine hydrate (0.01 mL, 0.41 mmol). The reaction mixture was heated at 60° C. with a condensere. After 1 h, additional hydrazine hydrate (0.01 mL) was added. After 2 h, acetic acid (2 drops) was added. At 4 h, additional hydrazine was added (0.1 mL). At 5 h, the reaction appeared to be complete. Left in f... The reactants are COC(C1=CC(=CC=C1)SCC(C)=O)=O (3-(2-Oxo-propylsulfanyl)-benzoic acid methyl ester), Cl.BrC=1C=C(C=CC1)NN (3-bromophenylhydrazine hydrochloride). The solvent is CC(C)(C)O (t-BuOH). Product: COC(C1=CC(=CC=C1)SC1=C(NC2=CC(=CC=C12)Br)C)=O (3-(6-Bromo-2-methyl-1H-indol-3-ylsulfanyl)-benzoic acid methyl ester). Reaction SMILES: [CH3:1][O:2][C:3](=[O:15])[C:4]1[CH:9]=[CH:8][CH:7]=[C:6]([S:10][CH2:11][C:12](=O)[CH3:13])[CH:5]=1.Cl.[Br:17][C:18]1[CH:19]=[C:20]([NH:24]N)[CH:21]=[CH:22][CH:23]=1>CC(O)(C)C>[CH3:1][O:2][C:3](=[O:15])[C:4]1[CH:9]=[CH:8][CH:7]=[C:6]([S:10][C:11]2[C:21]3[C:20](=[CH:19][C:18]([Br:17])=[CH:23][CH:22]=3)[NH:24][C:12]=2[CH3:13])[CH:5]=1 |f:1.2|. Procedure: 3-(2-Oxo-propylsulfanyl)-benzoic acid methyl ester (3.65 g, 16.29 mmol) and 3-bromophenylhydrazine hydrochloride (4.01 g, 17.92 mmol) were mixed together in t-BuOH (100 mL) and heated to reflux for 1 hour. After cooling the reaction was concentrated then submitted to standard workup procedure and the crude mixture was purified by silica gel chromatography (0-30% EtOAc in hexanes) to afford a separable 5:4 mixture of regioisomers wherein the title compound was the major product.